describe an organic reaction: reactants, conditions, products, and yield From a dataset of the Open Reaction Database (ORD), a public repository of structured organic reaction records. The product is BrC1=C(C=C2C(=C(NC2=C1)C(=O)OCC)C1=CC=CC=C1)Cl (Ethyl 6-bromo-5-chloro-3-phenylindole-2-carboxylate). Conditions: time 8 hour. The reactants are BrBr (bromine), ClC=1C=C2C(=C(NC2=CC1)C(=O)OCC)C1=CC=CC=C1 (ethyl 5-chloro-3-phenylindole-2-carboxylate), S([O-])(O)=O.[Na+] (sodium bisulfite). Procedure: All 11 ml (33 g.) of bromine to a mixture of ethyl 5-chloro-3-phenylindole-2-carboxylate (30 g.) in 100 ml of acetic acid at 10- 20°. Stir overnight and then add a solution of sodium bisulfite. Filter and wash the precipitate with water. Stir the solid with methanol and filter to yield the title compound. Recrystallization from methanol yields the analytical sample; m.p. 205°-206°C. RXN SMILES: [Br:1]Br.[Cl:3][C:4]1[CH:5]=[C:6]2[C:10](=[CH:11][CH:12]=1)[NH:9][C:8]([C:13]([O:15][CH2:16][CH3:17])=[O:14])=[C:7]2[C:18]1[CH:23]=[CH:22][CH:21]=[CH:20][CH:19]=1.S(=O)(O)[O-].[Na+]>C(O)(=O)C>[Br:1][C:12]1[CH:11]=[C:10]2[C:6]([C:7]([C:18]3[CH:23]=[CH:22][CH:21]=[CH:20][CH:19]=3)=[C:8]([C:13]([O:15][CH2:16][CH3:17])=[O:14])[NH:9]2)=[CH:5][C:4]=1[Cl:3] |f:2.3|. Run in C(C)(=O)O (acetic acid). Starting materials: CCI, [H-], O=c1[nH]c2cccnc2n1-c1ccc(N2CCn3c2nc2ccccc23)cc1, [Na+], CN(C)C=O, O. Product: CCn1c(=O)n(-c2ccc(N3CCn4c3nc3ccccc34)cc2)c2ncccc21. Reaction SMILES: [CH2:29]([CH3:30])[I:31].[H-:32].[N:1]1([c:13]2[cH:14][cH:15][c:16](-[n:19]3[c:20](=[O:28])[nH:21][c:22]4[c:23]3[n:24][cH:25][cH:26][cH:27]4)[cH:17][cH:18]2)[CH2:2][CH2:3][n:4]2[c:5]1[n:6][c:7]1[c:8]2[cH:9][cH:10][cH:11][cH:12]1.[Na+:33].[O:35]=[CH:36][N:37]([CH3:38])[CH3:39].[OH2:34]>>[N:1]1([c:13]2[cH:14][cH:15][c:16](-[n:19]3[c:20](=[O:28])[n:21]([CH2:29][CH3:30])[c:22]4[c:23]3[n:24][cH:25][cH:26][cH:27]4)[cH:17][cH:18]2)[CH2:2][CH2:3][n:4]2[c:5]1[n:6][c:7]1[c:8]2[cH:9][cH:10][cH:11][cH:12]1. Reactants: Cl (HCl), CCOCC (ether), O1COC2=C1C=CC(=C2)C2(CC2)C(=O)NC=2SC(=CN2)C(N2C[C@@H](CC2)O)C2=C(C=CC=C2)Cl (1-(benzo[d][1,3]dioxol-5-yl)-N-(5-((2-chlorophenyl)((R)-3-hydroxypyrrolidin-1-yl)methyl)thiazol-2-yl)-cyclopropanecarboxamide). The solvent is ClCCl (dichloromethane). The product is Cl.O1COC2=C1C=CC(=C2)C2(CC2)C(=O)NC=2SC(=CN2)C(N2C[C@@H](CC2)O)C2=C(C=CC=C2)Cl (1-(Benzo[d][1,3]dioxol-5-yl)-N-(5-((2-chlorophenyl)((R)-3-hydroxypyrrolidin-1-yl)methyl)thiazol-2-yl)-cyclopropanecarboxamide hydrochloride). Reaction SMILES: Cl.CCOCC.[O:7]1[C:11]2[CH:12]=[CH:13][C:14]([C:16]3([C:19]([NH:21][C:22]4[S:23][C:24]([CH:27]([C:34]5[CH:39]=[CH:38][CH:37]=[CH:36][C:35]=5[Cl:40])[N:28]5[CH2:32][CH2:31][C@@H:30]([OH:33])[CH2:29]5)=[CH:25][N:26]=4)=[O:20])[CH2:18][CH2:17]3)=[CH:15][C:10]=2[O:9][CH2:8]1>ClCCl>[ClH:40].[O:7]1[C:11]2[CH:12]=[CH:13][C:14]([C:16]3([C:19]([NH:21][C:22]4[S:23][C:24]([CH:27]([C:34]5[CH:39]=[CH:38][CH:37]=[CH:36][C:35]=5[Cl:40])[N:28]5[CH2:32][CH2:31][C@@H:30]([OH:33])[CH2:29]5)=[CH:25][N:26]=4)=[O:20])[CH2:18][CH2:17]3)=[CH:15][C:10]=2[O:9][CH2:8]1 |f:4.5|. Procedure: A solution of HCl in ether (0.1556 mL, 0.3112 mmol, 1M) was slowly added to a stirred solution of 1-(benzo[d][1,3]dioxol-5-yl)-N-(5-((2-chlorophenyl)((R)-3-hydroxypyrrolidin-1-yl)methyl)thiazol-2-yl)-cyclopropanecarboxamide (0.1550 g, 0.311.2 mmol) in 100 mL of anhydrous dichloromethane. The solution was evaporated to dryness to give the pure product (0.1654 g, 0.3095, 99.45%). ESI-MS m/z calc, 497.1, found; 498.1 (M+1)+; Retention time 5.74 minutes. Starting materials: C[Mg+], CCOCC, [Cl-], O=C(c1cn(C(c2ccccc2)(c2ccccc2)c2ccccc2)cn1)c1cc(Cl)cc2c1OCOC2, [I-], [NH4+], C1CCOC1, O. The product is CC(O)(c1cn(C(c2ccccc2)(c2ccccc2)c2ccccc2)cn1)c1cc(Cl)cc2c1OCOC2. As a reaction SMILES: [CH3:2][Mg+:3].[CH3:44][CH2:45][O:46][CH2:47][CH3:48].[Cl-:41].[Cl:4][c:5]1[cH:6][c:7]2[c:8]([c:13]([C:15](=[O:16])[c:17]3[n:18][cH:19][n:20]([C:22]([c:23]4[cH:24][cH:25][cH:26][cH:27][cH:28]4)([c:29]4[cH:30][cH:31][cH:32][cH:33][cH:34]4)[c:35]4[cH:36][cH:37][cH:38][cH:39][cH:40]4)[cH:21]3)[cH:14]1)[O:9][CH2:10][O:11][CH2:12]2.[I-:1].[NH4+:42].[O:49]1[CH2:50][CH2:51][CH2:52][CH2:53]1.[OH2:43]>>[CH3:2][C:15]([c:13]1[c:8]2[c:7]([cH:6][c:5]([Cl:4])[cH:14]1)[CH2:12][O:11][CH2:10][O:9]2)([OH:16])[c:17]1[n:18][cH:19][n:20]([C:22]([c:23]2[cH:24][cH:25][cH:26][cH:27][cH:28]2)([c:29]2[cH:30][cH:31][cH:32][cH:33][cH:34]2)[c:35]2[cH:36][cH:37][cH:38][cH:39][cH:40]2)[cH:21]1. The reactants are COC1=CC=C(C=C1)S(=O)(=O)N1[C@@H](C=2C=CC=CC2C2=C1C=CS2)C ((5R)4-[(4-methoxyphenyl)sulfonyl]-5-methyl-4,5-dihydrothieno[3,2-c]isoquinoline), C(C)(=O)O.C(Cl)(Cl)Cl (acetic acid chloroform), BrN1C(CCC1=O)=O (N-bromosuccinimide). Solvent: C(Cl)Cl.CCCCCC (methylene chloride hexane). Run at temperature 23 celsius, time 5 minute. Product: BrC1=CC=2N([C@@H](C=3C=CC=CC3C2S1)C)S(=O)(=O)C1=CC=C(C=C1)OC ((5R)-2-bromo-4-[(4-methoxyphenyl)sulfonyl]-5-methyl-4,5-dihydrothieno[3,2-c]isoquinoline). The yield is 98.6%. Reaction SMILES: [CH3:1][O:2][C:3]1[CH:8]=[CH:7][C:6]([S:9]([N:12]2[C:21]3[CH:22]=[CH:23][S:24][C:20]=3[C:19]3[CH:18]=[CH:17][CH:16]=[CH:15][C:14]=3[C@H:13]2[CH3:25])(=[O:11])=[O:10])=[CH:5][CH:4]=1.C(O)(=O)C.C(Cl)(Cl)Cl.[Br:34]N1C(=O)CCC1=O>C(Cl)Cl.CCCCCC>[Br:34][C:23]1[S:24][C:20]2[C:19]3[CH:18]=[CH:17][CH:16]=[CH:15][C:14]=3[C@@H:13]([CH3:25])[N:12]([S:9]([C:6]3[CH:5]=[CH:4][C:3]([O:2][CH3:1])=[CH:8][CH:7]=3)(=[O:11])=[O:10])[C:21]=2[CH:22]=1 |f:1.2,4.5|. Reported procedure: A solution of (5R)4-[(4-methoxyphenyl)sulfonyl]-5-methyl-4,5-dihydrothieno[3,2-c]isoquinoline (12.7 g, 34 mmol) in 1:1 acetic acid-chloroform (300 mL) was treated with N-bromosuccinimide (6.1 g, 34 mmol) at −10° C. After ca. 5 min., the cooling bath was removed and the mixture was warmed to 23° C. After 18 h the resulting solution was poured into water (1.2 L) and extracted with methylene chloride (4×400 mL). The organic solution was washed with 25% aqueous potassium hydroxide and brine (1 L eac... Reported procedure: In analogy to the procedure described in example 1 f], (2S)-2-ethoxy-3-(4-hydroxy-2,6-dimethyl-phenyl)-propionic acid methyl ester (example 29 e]) was reacted with 4-chloromethyl-2-(4-isopropoxy-phenyl)-5-methyl-oxazole (example 2 b]) in the presence of cesium carbonate and potassium iodide to yield (S)-2-ethoxy-3-{4-[2-(4-isopropoxy-phenyl)-5-methyl-oxazol-4-ylmethoxy]-2,6-dimethyl-phenyl}-propionic acid methyl ester as colorless liquid. Reaction SMILES: [CH3:1][O:2][C:3](=[O:18])[C@@H:4]([O:15][CH2:16][CH3:17])[CH2:5][C:6]1[C:11]([CH3:12])=[CH:10][C:9]([OH:13])=[CH:8][C:7]=1[CH3:14].Cl[CH2:20][C:21]1[N:22]=[C:23]([C:27]2[CH:32]=[CH:31][C:30]([O:33][CH:34]([CH3:36])[CH3:35])=[CH:29][CH:28]=2)[O:24][C:25]=1[CH3:26].C(=O)([O-])[O-].[Cs+].[Cs+].[I-].[K+]>>[CH3:1][O:2][C:3](=[O:18])[C@@H:4]([O:15][CH2:16][CH3:17])[CH2:5][C:6]1[C:11]([CH3:12])=[CH:10][C:9]([O:13][CH2:20][C:21]2[N:22]=[C:23]([C:27]3[CH:32]=[CH:31][C:30]([O:33][CH:34]([CH3:36])[CH3:35])=[CH:29][CH:28]=3)[O:24][C:25]=2[CH3:26])=[CH:8][C:7]=1[CH3:14] |f:2.3.4,5.6|. The product is COC([C@H](CC1=C(C=C(C=C1C)OCC=1N=C(OC1C)C1=CC=C(C=C1)OC(C)C)C)OCC)=O ((S)-2-ethoxy-3-{4-[2-(4-isopropoxy-phenyl)-5-methyl-oxazol-4-ylmethoxy]-2,6-dimethyl-phenyl}-propionic acid methyl ester). Starting materials: ClCC=1N=C(OC1C)C1=CC=C(C=C1)OC(C)C (4-chloromethyl-2-(4-isopropoxy-phenyl)-5-methyl-oxazole), C([O-])([O-])=O.[Cs+].[Cs+] (cesium carbonate), [I-].[K+] (potassium iodide), COC([C@H](CC1=C(C=C(C=C1C)O)C)OCC)=O ((2S)-2-ethoxy-3-(4-hydroxy-2,6-dimethyl-phenyl)-propionic acid methyl ester).